This data is from the Open Reaction Database (ORD), a public repository of structured organic reaction records. The task is: describe an organic reaction: reactants, conditions, products, and yield Starting materials: C[C@H]1CN(CCN1C)CC=1C=C(C=CC1)C1=CC(=CC=C1F)CNC(=O)C=1C=C(C=CC1)CC1CCN(CC1)C(=O)OC(C)(C)C (1,1-dimethylethyl 4-{[3-({[(3′-{[(3S)-3,4-dimethyl-1-piperazinyl]methyl}-6-fluoro-3-biphenylyl)methyl]amino}carbonyl)phenyl]methyl)-1-piperidinecarboxylate), Cl (HCl). Solvent: O1CCOCC1 (1,4-dioxane). Run at time 30 minute. Product: C[C@H]1CN(CCN1C)CC=1C=C(C=CC1)C1=CC(=CC=C1F)CNC(C1=CC(=CC=C1)CC1CCNCC1)=O (N-[(3′-{[(3S)-3,4-dimethyl-1-piperazinyl]methyl}-6-fluoro-3-biphenylyl)methyl]-3-(4-piperidinylmethyl)benzamide). Yield: 94.6%. RXN SMILES: [CH3:1][C@@H:2]1[N:7]([CH3:8])[CH2:6][CH2:5][N:4]([CH2:9][C:10]2[CH:11]=[C:12]([C:16]3[C:21]([F:22])=[CH:20][CH:19]=[C:18]([CH2:23][NH:24][C:25]([C:27]4[CH:28]=[C:29]([CH2:33][CH:34]5[CH2:39][CH2:38][N:37](C(OC(C)(C)C)=O)[CH2:36][CH2:35]5)[CH:30]=[CH:31][CH:32]=4)=[O:26])[CH:17]=3)[CH:13]=[CH:14][CH:15]=2)[CH2:3]1.Cl>O1CCOCC1>[CH3:1][C@@H:2]1[N:7]([CH3:8])[CH2:6][CH2:5][N:4]([CH2:9][C:10]2[CH:11]=[C:12]([C:16]3[C:21]([F:22])=[CH:20][CH:19]=[C:18]([CH2:23][NH:24][C:25](=[O:26])[C:27]4[CH:32]=[CH:31][CH:30]=[C:29]([CH2:33][CH:34]5[CH2:35][CH2:36][NH:37][CH2:38][CH2:39]5)[CH:28]=4)[CH:17]=3)[CH:13]=[CH:14][CH:15]=2)[CH2:3]1. Reported procedure: To a solution of 1,1-dimethylethyl 4-{[3-({[(3′-{[(3S)-3,4-dimethyl-1-piperazinyl]methyl}-6-fluoro-3-biphenylyl)methyl]amino}carbonyl)phenyl]methyl)-1-piperidinecarboxylate (250 mg, 0.40 mmol) in 5 mL of 1,4-dioxane was added 4M HCl in 1,4-diozane (5 mL). The mixture was stirred at room temperature for 30 min. After removal of the solvent, the crude was purified by Gilson reverse phase HPLC, eluting with acetonitrile/water/0.1% TFA (10/90 to 70/30, v/v, over 12 min), to give the title compound (... Reactants: CN(N=C(C1=C(C=CC=C1F)Cl)Cl)S(=O)(=O)C1=CC=C(C=C1)C (N-methyl-N-(p-toluenesulfonyl)-2-chloro-6-fluorobenzohydrazonoyl chloride), ClC1=C(C#N)C=CC(=C1)OC1=NC=C(C=C1)C(F)(F)F (2-chloro-4-(5-trifluoromethylpyridine-2-yloxy)benzonitrile), ClC1=C(C=CC=C1)Cl (o-dichlorobenzene). The reagents and catalysts are [Fe](Cl)(Cl)Cl (iron (III) chloride). Run in C(Cl)(Cl)Cl (chloroform). Run at temperature 140 celsius, time 30 minute. The product is ClC1=C(C(=CC=C1)F)C1=NN(C(=N1)C1=C(C=C(C=C1)OC1=NC=C(C=C1)C(F)(F)F)Cl)C (3-(2-chloro-6-fluorophenyl)-5-[2-chloro-4-(5-trifluoromethylpyridine 2yloxy)phenyl]-1-methyl-1H-1,2,4-triazole). Isolated yield 53.1%. As a reaction SMILES: [CH3:1][N:2](S(C1C=CC(C)=CC=1)(=O)=O)[N:3]=[C:4](Cl)[C:5]1[C:10]([F:11])=[CH:9][CH:8]=[CH:7][C:6]=1[Cl:12].[Cl:24][C:25]1[CH:32]=[C:31]([O:33][C:34]2[CH:39]=[CH:38][C:37]([C:40]([F:43])([F:42])[F:41])=[CH:36][N:35]=2)[CH:30]=[CH:29][C:26]=1[C:27]#[N:28].ClC1C=CC=CC=1Cl>C(Cl)(Cl)Cl.[Fe](Cl)(Cl)Cl>[Cl:12][C:6]1[CH:7]=[CH:8][CH:9]=[C:10]([F:11])[C:5]=1[C:4]1[N:28]=[C:27]([C:26]2[CH:29]=[CH:30][C:31]([O:33][C:34]3[CH:39]=[CH:38][C:37]([C:40]([F:43])([F:41])[F:42])=[CH:36][N:35]=3)=[CH:32][C:25]=2[Cl:24])[N:2]([CH3:1])[N:3]=1. Reported procedure: A mixture of N-methyl-N-(p-toluenesulfonyl)-2-chloro-6-fluorobenzohydrazonoyl chloride (2.25 g), 2-chloro-4-(5-trifluoromethylpyridine-2-yloxy)benzonitrile (1.88 g), anhydrous iron (III) chloride (1.07 g) and o-dichlorobenzene (5 ml) is stirred at an oil bath temperature of 140° C. for 30 minutes. After cooling, it is dissolved in chloroform (300 ml) and washed with dilute hydrochloric acid, dilute aqueous solution of sodium hydroxide and saline. Then, it is dried over anhydrous magnesium sulfat... The reactants are NN (hydrazine), NC1=NC=C(C(=N1)N)CC=1C=C2C(=CC=NC2=C(C1)[N+](=O)[O-])C (2,4-Diamino-5-(4-methyl-8-nitro-6-quinolylmethyl)pyrimidine), C1(=C(C(=C(C(=C1F)F)F)N)F)N.Cl.Cl (dihydrochloride), C(C)O (ethanol). The reagents and catalysts are [Pd] (Pd/C). Solvent: COCCO (β-methoxyethanol). Product: Cl.Cl.NC1=NC=C(C(=N1)N)CC=1C=C2C(=CC=NC2=C(C1)N)C (2,4-Diamino-5-(8-amino-4-methyl-6-quinolylmethyl)pyrimidine dihydrochloride). The yield is 69.0%. As a reaction SMILES: [NH2:1][C:2]1[N:7]=[C:6]([NH2:8])[C:5]([CH2:9][C:10]2[CH:11]=[C:12]3[C:17](=[C:18]([N+:20]([O-])=O)[CH:19]=2)[N:16]=[CH:15][CH:14]=[C:13]3[CH3:23])=[CH:4][N:3]=1.NN.C1(N)C(F)=C(F)C(F)=C(N)C=1F.[ClH:38].Cl.C(O)C>COCCO.[Pd]>[ClH:38].[ClH:38].[NH2:1][C:2]1[N:7]=[C:6]([NH2:8])[C:5]([CH2:9][C:10]2[CH:11]=[C:12]3[C:17](=[C:18]([NH2:20])[CH:19]=2)[N:16]=[CH:15][CH:14]=[C:13]3[CH3:23])=[CH:4][N:3]=1 |f:2.3.4,8.9.10|. Reported procedure: The product of Example 12 (0.78 g, 2.5 mmol) was dissolved in 35 ml of β-methoxyethanol, and then 0.06 g of 5% Pd/C and 0.3 ml of 95% hydrazine were added, and the reation was refluxed for 1 hour. The Pd/C was filtered off, the solvent removed, and the product was purified on a silica gel column which was eluted with 7% methanol in methylene chloride. This gave 0.48 g (69% yield) of the free base which was recrystallised as the dihydrochloride salt from ethanol, mp 303°-305° dec. Anal. Calcd. fo... Starting materials: Cc1cccc(C)c1O, Cc1ccccc1, CC(C)OC(=O)N=NC(=O)OC(C)C, COC(=O)c1c(CO)noc1C(C)C, c1ccc(P(c2ccccc2)c2ccccc2)cc1. As a reaction SMILES: [CH3:1][c:2]1[c:3]([OH:9])[c:4]([CH3:8])[cH:5][cH:6][cH:7]1.[CH3:57][c:58]1[cH:59][cH:60][cH:61][cH:62][cH:63]1.[O:43]=[C:44]([O:45][CH:46]([CH3:47])[CH3:48])[N:49]=[N:50][C:51]([O:52][CH:53]([CH3:54])[CH3:55])=[O:56].[OH:29][CH2:30][c:31]1[n:32][o:33][c:34]([CH:40]([CH3:41])[CH3:42])[c:35]1[C:36](=[O:37])[O:38][CH3:39].[c:10]1([P:11]([c:12]2[cH:13][cH:14][cH:15][cH:16][cH:17]2)[c:18]2[cH:19][cH:20][cH:21][cH:22][cH:23]2)[cH:24][cH:25][cH:26][cH:27][cH:28]1>>[CH3:1][c:2]1[c:3]([O:9][CH2:30][c:31]2[n:32][o:33][c:34]([CH:40]([CH3:41])[CH3:42])[c:35]2[C:36](=[O:37])[O:38][CH3:39])[c:4]([CH3:8])[cH:5][cH:6][cH:7]1. Product: COC(=O)c1c(COc2c(C)cccc2C)noc1C(C)C.